Dataset: the Open Reaction Database (ORD), a public repository of structured organic reaction records. Task: describe an organic reaction: reactants, conditions, products, and yield Reactants: C1(CCCC1)OC=1C=C(C=CC1OC)\C=N\NCC(=O)OCC (ethyl (E)-2-[3-cyclopentyloxy-4-methoxyphenylmethylene]hydrazinoacetate), [OH-].[Na+] (sodium hydroxide). Solvent: CO (methanol). Product: C1(CCCC1)OC=1C=C(C=CC1OC)\C=N\NCC(=O)O ((E)-2-[(3-cyclopentyloxy-4-methoxyphenyl)methylene]hydrazinoacetic acid). The yield is 70.8%. Reaction SMILES: [CH:1]1([O:6][C:7]2[CH:8]=[C:9](/[CH:15]=[N:16]/[NH:17][CH2:18][C:19]([O:21]CC)=[O:20])[CH:10]=[CH:11][C:12]=2[O:13][CH3:14])[CH2:5][CH2:4][CH2:3][CH2:2]1.[OH-].[Na+]>CO>[CH:1]1([O:6][C:7]2[CH:8]=[C:9](/[CH:15]=[N:16]/[NH:17][CH2:18][C:19]([OH:21])=[O:20])[CH:10]=[CH:11][C:12]=2[O:13][CH3:14])[CH2:2][CH2:3][CH2:4][CH2:5]1 |f:1.2|. Procedure: A reaction as in Example 6 was carried out using 0.80 g (3.63 mmole) of compound prepared in Reference Example 1 and 0.63 g of ethylhydrazinoacetate as starting materials to obtain 0.98 g of white ethyl (E)-2-[3-cyclopentyloxy-4-methoxyphenylmethylene]hydrazinoacetate. The prepared ester compound was hydrolysed in the mixture of methanol and 1.0 N aqueous sodium hydroxide solution to afford 0.75 g (70.77%) of white title solid. m.p. 165° C. (decomposed) 1H NMR(DMSO-d6): 1.59(2H, m) 1.71(4H, m) 1... The reactants are COC(=O)c1cc(CBr)ccc1[N+](=O)[O-], O=C([O-])[O-], C1CCNCC1, [K+], [K+], CN(C)C=O. Yields the product COC(=O)c1cc(CN2CCCCC2)ccc1[N+](=O)[O-]. RXN SMILES: [Br:1][CH2:2][c:3]1[cH:4][cH:5][c:6]([N+:13](=[O:14])[O-:15])[c:7]([C:8](=[O:9])[O:10][CH3:11])[cH:12]1.[C:16](=[O:17])([O-:18])[O-:19].[CH2:22]1[CH2:23][CH2:24][NH:25][CH2:26][CH2:27]1.[K+:20].[K+:21].[O:28]=[CH:29][N:30]([CH3:31])[CH3:32]>>[CH2:2]([c:3]1[cH:4][cH:5][c:6]([N+:13](=[O:14])[O-:15])[c:7]([C:8](=[O:9])[O:10][CH3:11])[cH:12]1)[N:25]1[CH2:24][CH2:23][CH2:22][CH2:27][CH2:26]1. Starting materials: NC1=NC=C(C(=C1N)N[C@H]1[C@H]([C@@H]2C=C[C@H]1C2)C(=O)N)Br ((1S,2S,3R,4R)-3-(2,3-Diamino-5-bromo-pyridin-4-ylamino)-bicyclo[2.2.1]hept-5-ene-2-carboxylic acid amide), CN1CCN(CC1)C1=CC=C(C=O)C=C1 (4-(4-methyl-piperazin-1-yl)-benzaldehyde). Product: BrC=1C(=C2C(=NC1)NC(=N2)C2=CC=C(C=C2)N2CCN(CC2)C)N[C@H]2[C@H]([C@@H]1C=C[C@H]2C1)C(=O)N ((1S,2S,3R,4R)-3-{6-Bromo-2-[4-(4-methyl-piperazin-1-yl)-phenyl]-3H-imidazo[4,5-b]pyridin-7-ylamino}-bicyclo[2.2.1]hept-5-ene-2-carboxylic acid amide). Isolated yield 48.7%. As a reaction SMILES: [NH2:1][C:2]1[C:7]([NH2:8])=[C:6]([NH:9][C@@H:10]2[C@@H:15]3[CH2:16][C@@H:12]([CH:13]=[CH:14]3)[C@@H:11]2[C:17]([NH2:19])=[O:18])[C:5]([Br:20])=[CH:4][N:3]=1.[CH3:21][N:22]1[CH2:27][CH2:26][N:25]([C:28]2[CH:35]=[CH:34][C:31]([CH:32]=O)=[CH:30][CH:29]=2)[CH2:24][CH2:23]1>>[Br:20][C:5]1[C:6]([NH:9][C@@H:10]2[C@@H:15]3[CH2:16][C@@H:12]([CH:13]=[CH:14]3)[C@@H:11]2[C:17]([NH2:19])=[O:18])=[C:7]2[N:8]=[C:32]([C:31]3[CH:30]=[CH:29][C:28]([N:25]4[CH2:24][CH2:23][N:22]([CH3:21])[CH2:27][CH2:26]4)=[CH:35][CH:34]=3)[NH:1][C:2]2=[N:3][CH:4]=1. Reported procedure: In a similar fashion to Compound LXXVI, (1S,2S,3R,4R)-3-(2,3-Diamino-5-bromo-pyridin-4-ylamino)-bicyclo[2.2.1]hept-5-ene-2-carboxylic acid amide (40.0 mg, 0.118 mmol) and 4-(4-methyl-piperazin-1-yl)-benzaldehyde (26.6 mg, 0.130 mmol) were reacted to produce 30 mg (49%) of the title compound. mp: 215-218° C., 1H NMR (300 MHz, DMSO-d6): 13.02 (s, 1H), 7.99 (s, 1H), 7.97 (s, 2H), 7.73 (s, 1H), 7.20 (s, 1H), 7.07 (d, J=8 Hz, 2H), 6.99 (d, J=8 Hz, 1H), 6.37 (br s, 2H), 5.27 (t, J=8 Hz, 1H), 3.32 (s, ... Starting materials: C1CCOC1, CN(C)c1ccncc1, Nc1ccc(-c2cn3c(n2)sc2cc(OCCN4CCOCC4)ccc23)cc1, CC(CO)(CO)c1cc(NC(=O)Oc2ccccc2)no1. Yields the product CC(CO)(CO)c1cc(NC(=O)Nc2ccc(-c3cn4c(n3)sc3cc(OCCN5CCOCC5)ccc34)cc2)no1. As a reaction SMILES: [CH2:59]1[O:60][CH2:61][CH2:62][CH2:63]1.[CH3:50][N:51]([CH3:52])[c:53]1[cH:54][cH:55][n:56][cH:57][cH:58]1.[O:22]1[CH2:23][CH2:24][N:25]([CH2:28][CH2:29][O:30][c:31]2[cH:32][c:33]3[c:34]([n:35]4[c:36]([s:37]3)[n:38][c:39](-[c:41]3[cH:42][cH:43][c:44]([NH2:47])[cH:45][cH:46]3)[cH:40]4)[cH:48][cH:49]2)[CH2:26][CH2:27]1.[OH:1][CH2:2][C:3]([CH2:4][OH:5])([CH3:6])[c:7]1[cH:8][c:9]([NH:12][C:13]([O:14][c:15]2[cH:16][cH:17][cH:18][cH:19][cH:20]2)=[O:21])[n:10][o:11]1>>[OH:1][CH2:2][C:3]([CH2:4][OH:5])([CH3:6])[c:7]1[cH:8][c:9]([NH:12][C:13](=[O:21])[NH:47][c:44]2[cH:43][cH:42][c:41](-[c:39]3[n:38][c:36]4[n:35]([c:34]5[c:33]([cH:32][c:31]([O:30][CH2:29][CH2:28][N:25]6[CH2:24][CH2:23][O:22][CH2:27][CH2:26]6)[cH:49][cH:48]5)[s:37]4)[cH:40]3)[cH:46][cH:45]2)[n:10][o:11]1. Reactants: CCOC(=O)C(C)(C)Oc1ccc(SCCc2nc(-c3ccccc3)oc2C)cc1, CCO, Cl, [Na+], [OH-]. Product: Cc1oc(-c2ccccc2)nc1CCSc1ccc(OC(C)(C)C(=O)O)cc1. Reaction SMILES: [CH2:1]([CH3:2])[O:3][C:4]([C:5]([CH3:6])([O:7][c:8]1[cH:9][cH:10][c:11]([S:14][CH2:15][CH2:16][c:17]2[n:18][c:19](-[c:23]3[cH:24][cH:25][cH:26][cH:27][cH:28]3)[o:20][c:21]2[CH3:22])[cH:12][cH:13]1)[CH3:29])=[O:30].[CH3:34][CH2:35][OH:36].[ClH:33].[Na+:32].[OH-:31]>>[O:3]=[C:4]([C:5]([CH3:6])([O:7][c:8]1[cH:9][cH:10][c:11]([S:14][CH2:15][CH2:16][c:17]2[n:18][c:19](-[c:23]3[cH:24][cH:25][cH:26][cH:27][cH:28]3)[o:20][c:21]2[CH3:22])[cH:12][cH:13]1)[CH3:29])[OH:30].